This data is from the Open Reaction Database (ORD), a public repository of structured organic reaction records. The task is: describe an organic reaction: reactants, conditions, products, and yield Reactants: CC(=O)Nc1c(C(=O)c2cccc(OCc3ccccc3)c2)[nH]c2cc(Cl)ccc12, CCOC(C)=O, CCO. The product is CC(=O)Nc1c(C(=O)c2cccc(O)c2)[nH]c2cc(Cl)ccc12. RXN SMILES: [C:1]([CH3:2])(=[O:3])[NH:4][c:5]1[c:6]([C:15]([c:16]2[cH:17][c:18]([O:22][CH2:23][c:24]3[cH:25][cH:26][cH:27][cH:28][cH:29]3)[cH:19][cH:20][cH:21]2)=[O:30])[nH:7][c:8]2[cH:9][c:10]([Cl:14])[cH:11][cH:12][c:13]12.[CH3:31][CH2:32][O:33][C:34](=[O:35])[CH3:36].[CH3:37][CH2:38][OH:39]>>[C:1]([CH3:2])(=[O:3])[NH:4][c:5]1[c:6]([C:15]([c:16]2[cH:17][c:18]([OH:22])[cH:19][cH:20][cH:21]2)=[O:30])[nH:7][c:8]2[cH:9][c:10]([Cl:14])[cH:11][cH:12][c:13]12. Starting materials: CC(=O)O[BH-](OC(C)=O)OC(C)=O, ClCCCl, C[N+](C)(C)C, ClCCl, c1cncc(-c2ccc3c(c2)Oc2ccccc2C3C2CC3CCC(C2)N3)c1, O=Cc1ccoc1. Yields the product c1cncc(-c2ccc3c(c2)Oc2ccccc2C3C2CC3CCC(C2)N3Cc2ccoc2)c1. As a reaction SMILES: [C:29]([O:30][BH-:31]([O:32][C:33](=[O:34])[CH3:35])[O:36][C:37](=[O:38])[CH3:39])(=[O:40])[CH3:41].[CH2:54]([Cl:55])[CH2:56][Cl:57].[CH3:42][N+:43]([CH3:44])([CH3:45])[CH3:46].[Cl:58][CH2:59][Cl:60].[n:1]1[cH:2][c:3](-[c:7]2[cH:8][cH:9][c:10]3[c:19]([cH:20]2)[O:18][c:17]2[c:12]([cH:13][cH:14][cH:15][cH:16]2)[CH:11]3[CH:21]2[CH2:22][CH:23]3[CH2:24][CH2:25][CH:26]([CH2:27]2)[NH:28]3)[cH:4][cH:5][cH:6]1.[o:47]1[cH:48][c:49]([CH:52]=[O:53])[cH:50][cH:51]1>>[n:1]1[cH:2][c:3](-[c:7]2[cH:8][cH:9][c:10]3[c:19]([cH:20]2)[O:18][c:17]2[c:12]([cH:13][cH:14][cH:15][cH:16]2)[CH:11]3[CH:21]2[CH2:22][CH:23]3[CH2:24][CH2:25][CH:26]([CH2:27]2)[N:28]3[CH2:52][c:49]2[cH:48][o:47][cH:51][cH:50]2)[cH:4][cH:5][cH:6]1. Reactants: C(C)(C)NC(C)C (Diisopropylamine), C[C@]12C[C@H]3[C@H]([C@H]4C=C([C@@H]5[C@H]([C@@H]1O2)O5)C(=O)O4)C(=C)C(=O)O3 (mikanolide). The solvent is CC(=O)C (acetone). Conditions: time 30 minute. Yields the product C(C)(C)N(C(C)C)CC1C(OC2CC3(OC3C3OC3C=3C(OC(C12)C3)=O)C)=O (12-diisopropylaminomethyl-7-methyl-3.6,10,15-tetraoxapentacyclo[12.2.1.02,4.05,7.09,13]heptadec-1(17)-ene-11,16-dione). Yield: 25.5%. RXN SMILES: [CH:1]([NH:4][CH:5]([CH3:7])[CH3:6])([CH3:3])[CH3:2].[CH3:8][C@@:9]12[O:19][C@H:18]1[C@@H:17]1[O:20][C@@H:16]1[C:15]1[C:21]([O:23][C@H:13]([CH:14]=1)[C@@H:12]1[C:24]([C:26]([O:28][C@H:11]1[CH2:10]2)=[O:27])=[CH2:25])=[O:22]>CC(C)=O>[CH:1]([N:4]([CH2:25][CH:24]1[CH:12]2[CH:11]([CH2:10][C:9]3([CH3:8])[CH:18]([CH:17]4[CH:16]([C:15]5[C:21](=[O:22])[O:23][CH:13]2[CH:14]=5)[O:20]4)[O:19]3)[O:28][C:26]1=[O:27])[CH:5]([CH3:7])[CH3:6])([CH3:3])[CH3:2]. Procedure details: Diisopropylamine (500 μmol; 70 μl) is added to a solution of mikanolide (100 μmol; 29 mg) in acetone (1 ml). The reaction mass is stirred for 30 minutes at ambient temperature then the solvent is eliminated by evaporation under reduced pressure. The residue is taken up in ether, filtered and dried under vacuum. 10 mg of product is obtained in the form of a white powder. Starting materials: N#Cc1nc(NC2CCCC2)c2cc(O)ccc2n1, CN(C)CCCl, Cl, CN(C)C=O. Yields the product CN(C)CCOc1ccc2nc(C#N)nc(NC3CCCC3)c2c1. As a reaction SMILES: [CH:1]1([NH:6][c:7]2[n:8][c:9]([C:18]#[N:19])[n:10][c:11]3[cH:12][cH:13][c:14]([OH:17])[cH:15][c:16]23)[CH2:2][CH2:3][CH2:4][CH2:5]1.[Cl:21][CH2:22][CH2:23][N:24]([CH3:25])[CH3:26].[ClH:20].[O:27]=[CH:28][N:29]([CH3:30])[CH3:31]>>[CH:1]1([NH:6][c:7]2[n:8][c:9]([C:18]#[N:19])[n:10][c:11]3[cH:12][cH:13][c:14]([O:17][CH2:22][CH2:23][N:24]([CH3:25])[CH3:26])[cH:15][c:16]23)[CH2:2][CH2:3][CH2:4][CH2:5]1. As a reaction SMILES: [CH2:41]1[O:42][CH2:43][CH2:44][CH2:45]1.[CH3:38][CH2:39][OH:40].[c:1]1([S:7](=[O:8])(=[O:9])[n:10]2[cH:11][c:12](-[c:29]3[s:30][cH:31][c:32]([C:34]([F:35])([F:36])[F:37])[n:33]3)[c:13]3[c:14]2[n:15][cH:16][c:17]([C:19]2=[CH:20][CH2:21][C:22]4([O:23][CH2:24][CH2:25][O:26]4)[CH2:27][CH2:28]2)[cH:18]3)[cH:2][cH:3][cH:4][cH:5][cH:6]1>>[c:1]1([S:7](=[O:8])(=[O:9])[n:10]2[cH:11][c:12](-[c:29]3[s:30][cH:31][c:32]([C:34]([F:35])([F:36])[F:37])[n:33]3)[c:13]3[c:14]2[n:15][cH:16][c:17]([CH:19]2[CH2:20][CH2:21][C:22]4([O:23][CH2:24][CH2:25][O:26]4)[CH2:27][CH2:28]2)[cH:18]3)[cH:2][cH:3][cH:4][cH:5][cH:6]1. Starting materials: C1CCOC1, CCO, O=S(=O)(c1ccccc1)n1cc(-c2nc(C(F)(F)F)cs2)c2cc(C3=CCC4(CC3)OCCO4)cnc21. Yields the product O=S(=O)(c1ccccc1)n1cc(-c2nc(C(F)(F)F)cs2)c2cc(C3CCC4(CC3)OCCO4)cnc21. Starting materials: Cl.Cl.NC1=CC(=C(C(=O)NCC2CCNCC2)C=C1Cl)OC (4-Amino-5-chloro-2-methoxy-N-(piperidin-4-ylmethyl)benzamide dihydrochloride), C([O-])([O-])=O.[K+].[K+] (potassium carbonate), ClC1=CC=C(COCCCCCCl)C=C1 (5-(4-chlorobenzyloxy)pentyl chloride). Product: NC1=CC(=C(C(=O)NCC2CCN(CC2)CCCCCOCC2=CC=C(C=C2)Cl)C=C1Cl)OC (4-amino-5-chloro-N-((1-(5-(4-chlorobenzyloxy)pentyl)piperidin-4-yl)methyl)-2-methoxybenzamide). Isolated yield 94.8%. As a reaction SMILES: Cl.Cl.[NH2:3][C:4]1[C:19]([Cl:20])=[CH:18][C:7]([C:8]([NH:10][CH2:11][CH:12]2[CH2:17][CH2:16][NH:15][CH2:14][CH2:13]2)=[O:9])=[C:6]([O:21][CH3:22])[CH:5]=1.C(=O)([O-])[O-].[K+].[K+].[Cl:29][C:30]1[CH:43]=[CH:42][C:33]([CH2:34][O:35][CH2:36][CH2:37][CH2:38][CH2:39][CH2:40]Cl)=[CH:32][CH:31]=1>>[NH2:3][C:4]1[C:19]([Cl:20])=[CH:18][C:7]([C:8]([NH:10][CH2:11][CH:12]2[CH2:13][CH2:14][N:15]([CH2:40][CH2:39][CH2:38][CH2:37][CH2:36][O:35][CH2:34][C:33]3[CH:32]=[CH:31][C:30]([Cl:29])=[CH:43][CH:42]=3)[CH2:16][CH2:17]2)=[O:9])=[C:6]([O:21][CH3:22])[CH:5]=1 |f:0.1.2,3.4.5|. Procedure: 4-Amino-5-chloro-2-methoxy-N-(piperidin-4-ylmethyl)benzamide dihydrochloride (1.0 g) as starting compound, potassium carbonate (1.5 g) and 5-(4-chlorobenzyloxy)pentyl chloride (1.5 g) were reacted and treated in the same manner as in Example 168 to give 1.3 g of 4-amino-5-chloro-N-((1-(5-(4-chlorobenzyloxy)pentyl)piperidin-4-yl)methyl)-2-methoxybenzamide. Reactants: O[C@@H]1CCNCC[C@H]1OC1=CC(=C(C=C1)C)C (trans-4-hydroxy-5-(3,4-dimethyl-phenoxy)-hexahydro-1H-azepine), O[C@@H]1CCN(CC[C@H]1OC1=CC(=C(C=C1)Cl)Cl)C (trans-4-hydroxy-5-(3,4-dichloro-phenoxy)-1-methyl-hexahydro-1H-azepine), Cl (hydrochloride), O[C@@H]1CCN(CC[C@H]1OC1=CC=C(C=C1)C(F)(F)F)C (trans-4-hydroxy-5-(p-trifluoromethyl-phenoxy)-1-methyl-hexahydro-1H-azepine), Cl (hydrochloride). Product: O[C@@H]1CCNCC[C@H]1OC1=CC(=C(C=C1)Cl)Cl (trans-4-hydroxy-5-(3,4-dichloro-phenoxy)-hexahydro-1H-azepine). RXN SMILES: O[C@H]1[C@H](OC2C=CC(C)=C(C)C=2)CCNCC1.[OH:18][C@H:19]1[C@H:25]([O:26][C:27]2[CH:32]=[CH:31][C:30]([Cl:33])=[C:29]([Cl:34])[CH:28]=2)[CH2:24][CH2:23][N:22](C)[CH2:21][CH2:20]1.Cl.O[C@H]1[C@H](OC2C=CC(C(F)(F)F)=CC=2)CCN(C)CC1>>[OH:18][C@H:19]1[C@H:25]([O:26][C:27]2[CH:32]=[CH:31][C:30]([Cl:33])=[C:29]([Cl:34])[CH:28]=2)[CH2:24][CH2:23][NH:22][CH2:21][CH2:20]1. Reported procedure: Analogously to Example 20, the 1-methyl derivatives corresponding to the compounds indicated below are obtained using, in each case, 0.04 mol of the indicated compounds, i.e. trans-3-hydroxy-4-(m-chlorophenoxy)-1-methyl-piperidine is obtained from 9.12 g of trans-3-hydroxy-4-(m-chorophenoxy)-piperidine (Example 21), trans-3-hydroxy-4-phenylthio-1-methyl-piperidine is obtained from 8.36 g of trans-3-hydroxy-4-phenylthio-piperidine (Example 13), trans-3-hydroxy-4-(5,6,7,8-tetrahydro-1-naphthyloxy)... The reactants are O1C=C(C=C1)C=1C(=C(C(=O)OCC)C(=CC1)CS(=O)(=O)C1=C(C=CC=C1)C)OC (ethyl 3-(furan-3-yl)-2-methoxy-6-(2-methylbenzenesulphonylmethyl)benzoate), O1C=C(C=C1)B(O)O (furan-3-yl boronic acid), BrC=1C(=C(C(=O)OCC)C(=CC1)CS(=O)(=O)C1=CC(=CC=C1)Cl)OC (ethyl 3-bromo-6-(3-chlorobenzenesulphonylmethyl)-2-methoxybenzoate), BrC=1C(=C(C(=O)OCC)C(=CC1)CS(=O)(=O)C1=CC(=CC=C1)Cl)OC (ethyl 3-bromo-6-(3-chlorobenzenesulphonylmethyl)-2-methoxybenzoate). Product: ClC=1C=C(C=CC1)S(=O)(=O)CC1=CC=C(C(=C1C(=O)OCC)OC)C1=COC=C1 (Ethyl 6-(3-chlorobenzenesulphonylmethyl)-3-(furan-3-yl)-2-methoxybenzoate). RXN SMILES: [O:1]1[CH:5]=[CH:4][C:3]([C:6]2[C:7]([O:28][CH3:29])=[C:8]([C:14]([CH2:17][S:18]([C:21]3[CH:26]=[CH:25][CH:24]=[CH:23][C:22]=3C)(=[O:20])=[O:19])=[CH:15][CH:16]=2)[C:9]([O:11][CH2:12][CH3:13])=[O:10])=[CH:2]1.BrC1C(OC)=C(C(CS(C2C=CC=C([Cl:52])C=2)(=O)=O)=CC=1)C(OCC)=O.O1C=CC(B(O)O)=C1>>[Cl:52][C:23]1[CH:22]=[C:21]([S:18]([CH2:17][C:14]2[C:8]([C:9]([O:11][CH2:12][CH3:13])=[O:10])=[C:7]([O:28][CH3:29])[C:6]([C:3]3[CH:4]=[CH:5][O:1][CH:2]=3)=[CH:16][CH:15]=2)(=[O:20])=[O:19])[CH:26]=[CH:25][CH:24]=1. Procedure details: Prepared by proceeding in a similar manner to Intermediate 28, starting from ethyl 3-bromo-6-(3-chlorobenzenesulphonylmethyl)-2-methoxybenzoate (Intermediate 64) and furan-3-yl boronic acid.